From a dataset of the Open Reaction Database (ORD), a public repository of structured organic reaction records. describe an organic reaction: reactants, conditions, products, and yield The reactants are Cn1cc(B2OC(C)(C)C(C)(C)O2)cn1, CCOC(C)=O, COCCOC, COc1ccc(CN2Cc3c(F)c(NC4CCCCC4NC(=O)OC(C)(C)C)nc(Cl)c3C2=O)c(OC)c1, [Na+], [Na+], O=C([O-])[O-], O. Yields the product COc1ccc(CN2Cc3c(F)c(NC4CCCCC4NC(=O)OC(C)(C)C)nc(-c4cnn(C)c4)c3C2=O)c(OC)c1. RXN SMILES: [CH3:45][n:46]1[n:47][cH:48][c:49]([B:51]2[O:52][C:53]([CH3:54])([CH3:55])[C:56]([CH3:57])([CH3:58])[O:59]2)[cH:50]1.[CH3:60][CH2:61][O:62][C:63]([CH3:64])=[O:65].[CH3:66][O:67][CH2:68][CH2:69][O:70][CH3:71].[Cl:1][c:2]1[n:3][c:4]([NH:24][CH:25]2[CH:26]([NH:31][C:32]([O:33][C:34]([CH3:35])([CH3:36])[CH3:37])=[O:38])[CH2:27][CH2:28][CH2:29][CH2:30]2)[c:5]([F:23])[c:6]2[c:7]1[C:8](=[O:22])[N:9]([CH2:11][c:12]1[c:13]([O:20][CH3:21])[cH:14][c:15]([O:18][CH3:19])[cH:16][cH:17]1)[CH2:10]2.[Na+:39].[Na+:40].[O-:41][C:42](=[O:43])[O-:44].[OH2:72]>>[c:2]1(-[c:49]2[cH:48][n:47][n:46]([CH3:45])[cH:50]2)[n:3][c:4]([NH:24][CH:25]2[CH:26]([NH:31][C:32]([O:33][C:34]([CH3:35])([CH3:36])[CH3:37])=[O:38])[CH2:27][CH2:28][CH2:29][CH2:30]2)[c:5]([F:23])[c:6]2[c:7]1[C:8](=[O:22])[N:9]([CH2:11][c:12]1[c:13]([O:20][CH3:21])[cH:14][c:15]([O:18][CH3:19])[cH:16][cH:17]1)[CH2:10]2. Starting materials: Cc1ccccc1, OC1CCN(c2ccc(C(F)(F)F)cc2)CC1, CC(C)OC(=O)N=NC(=O)OC(C)C, CC(C)(C)OC(=O)N1CCC(NC(=O)c2cnc3ccc(O)cc3c2)CC1, c1ccc(P(c2ccccc2)c2ccccc2)cc1. Product: CC(C)(C)OC(=O)N1CCC(NC(=O)c2cnc3ccc(OC4CCN(c5ccc(C(F)(F)F)cc5)CC4)cc3c2)CC1. Reaction SMILES: [CH3:78][c:79]1[cH:80][cH:81][cH:82][cH:83][cH:84]1.[F:42][C:43]([c:44]1[cH:45][cH:46][c:47]([N:50]2[CH2:51][CH2:52][CH:53]([OH:56])[CH2:54][CH2:55]2)[cH:48][cH:49]1)([F:57])[F:58].[O:28]=[C:29]([O:30][CH:31]([CH3:32])[CH3:33])[N:34]=[N:35][C:36]([O:37][CH:38]([CH3:39])[CH3:40])=[O:41].[OH:1][c:2]1[cH:3][c:4]2[cH:5][c:6]([C:12](=[O:13])[NH:14][CH:15]3[CH2:16][CH2:17][N:18]([C:21](=[O:22])[O:23][C:24]([CH3:25])([CH3:26])[CH3:27])[CH2:19][CH2:20]3)[cH:7][n:8][c:9]2[cH:10][cH:11]1.[c:59]1([P:60]([c:61]2[cH:62][cH:63][cH:64][cH:65][cH:66]2)[c:67]2[cH:68][cH:69][cH:70][cH:71][cH:72]2)[cH:73][cH:74][cH:75][cH:76][cH:77]1>>[O:1]([c:2]1[cH:3][c:4]2[cH:5][c:6]([C:12](=[O:13])[NH:14][CH:15]3[CH2:16][CH2:17][N:18]([C:21](=[O:22])[O:23][C:24]([CH3:25])([CH3:26])[CH3:27])[CH2:19][CH2:20]3)[cH:7][n:8][c:9]2[cH:10][cH:11]1)[CH:53]1[CH2:52][CH2:51][N:50]([c:47]2[cH:46][cH:45][c:44]([C:43]([F:42])([F:57])[F:58])[cH:49][cH:48]2)[CH2:55][CH2:54]1. Reactants: O1CCN(CC1)CCC=1N=CC2=C(N1)SC=C2 (2-(2-morpholinoethyl)thieno[2,3-d]pyrimidine), BrBr (bromine). Run in C(Cl)Cl (DCM), C(Cl)Cl (DCM). Reaction conditions: temperature 0 celsius, time 30 minute. Yields the product BrC1=CC2=C(N=C(N=C2)CCN2CCOCC2)S1 (6-Bromo-2-(2-morpholinoethyl)thieno[2,3-d]pyrimidine). Reaction SMILES: [O:1]1[CH2:6][CH2:5][N:4]([CH2:7][CH2:8][C:9]2[N:10]=[CH:11][C:12]3[CH:17]=[CH:16][S:15][C:13]=3[N:14]=2)[CH2:3][CH2:2]1.[Br:18]Br>C(Cl)Cl>[Br:18][C:16]1[S:15][C:13]2[N:14]=[C:9]([CH2:8][CH2:7][N:4]3[CH2:5][CH2:6][O:1][CH2:2][CH2:3]3)[N:10]=[CH:11][C:12]=2[CH:17]=1. Procedure details: To a solution of 2-(2-morpholinoethyl)thieno[2,3-d]pyrimidine (1.0 g, 3.79 mmol) in DCM (50 mL) at 0° C. was added a solution of bromine (1.2 eq) in DCM (3 mL) dropwise. The resulting solution was stirred at 0° C. for 30 min. The reaction mixture was quenched with saturated solution of NH4Cl. The layers were separated, and the aqueous layer was extracted with DCM (3×25 mL). Organic layers were combined, washed with brine (2×30 mL), dried over MgSO4, filtered and concentrated to provide the title... The reactants are CN(C)c1ccccn1, CC(C)C(Nc1ccc(Cl)cc1)C(=O)O, O=C(Cl)C(Cl)(Cl)Cl. The product is CC(C)C(C(=O)O)N(C(=O)C(Cl)(Cl)Cl)c1ccc(Cl)cc1. As a reaction SMILES: [CH3:16][N:17]([c:18]1[cH:19][cH:20][cH:21][cH:22][n:23]1)[CH3:24].[Cl:1][c:2]1[cH:3][cH:4][c:5]([NH:8][CH:9]([CH:10]([CH3:11])[CH3:12])[C:13](=[O:14])[OH:15])[cH:6][cH:7]1.[Cl:25][C:26]([C:27](=[O:28])[Cl:29])([Cl:30])[Cl:31]>>[Cl:1][c:2]1[cH:3][cH:4][c:5]([N:8]([CH:9]([CH:10]([CH3:11])[CH3:12])[C:13](=[O:14])[OH:15])[C:27]([C:26]([Cl:25])([Cl:30])[Cl:31])=[O:28])[cH:6][cH:7]1.